Task: describe an organic reaction: reactants, conditions, products, and yield. Dataset: the Open Reaction Database (ORD), a public repository of structured organic reaction records RXN SMILES: [CH3:1][C:2]1[CH:7]=[CH:6][C:5]([C:8](=[O:11])[CH2:9][CH3:10])=[CH:4][CH:3]=1.[Cl-].[Al+3].[Cl-].[Cl-].[Br:16]Br>C(Cl)(Cl)Cl>[Br:16][CH:9]([CH3:10])[C:8]([C:5]1[CH:6]=[CH:7][C:2]([CH3:1])=[CH:3][CH:4]=1)=[O:11] |f:1.2.3.4|. Reactants: CC1=CC=C(C=C1)C(CC)=O (4'-methylpropiophenone), [Cl-].[Al+3].[Cl-].[Cl-] (aluminium chloride), BrBr (bromine). Product: BrC(C(=O)C1=CC=C(C=C1)C)C (2-Bromo-4'-methylpropiophenone). The solvent is C(Cl)(Cl)Cl (chloroform), C(Cl)(Cl)Cl (chloroform). Procedure: 14.8 g (0.1 mol) of 4'-methylpropiophenone are introduced into 100 ml of chloroform, in the presence of a small amount of finely ground aluminium chloride, and a solution of 15.9 g (0.1 mol; 5 ml) of bromine, in 20 ml of chloroform is added dropwise whilst cooling with an ice bath. The mixture is left to react overnight at ambient temperature. It is then filtered, the solvent is evaporated off from the filtrate and the crystalline residue is washed with diethyl ether. 21.5 g of crystals are coll... The reactants are [Cl-].[Ca+2].[Cl-] (Calcium chloride), [BH4-].[Na+] (sodium borohydride), COC(CN1C(=NC2=C1C=CC=C2)C(=O)N([C@@H]2CN(C[C@@H](C2)C(=O)N2CCOCC2)C(=O)OC(C)(C)C)CC(C)C)=O (tert-butyl (3S, 5R)-3-[[[1-(2-methoxy-2-oxoethyl)-1H-benzimidazol-2-yl]carbonyl](2-methylpropyl)amino]-5-(morpholin-4-ylcarbonyl)piperidine-1-carboxylate). Solvent: C(C)O (ethanol), C1CCOC1 (THF), C(CC(O)(C(=O)O)CC(=O)O)(=O)O (citric acid). Run at temperature 0 celsius, time 15 minute. Yields the product OCCN1C(=NC2=C1C=CC=C2)C(=O)N([C@@H]2CN(C[C@@H](C2)C(=O)N2CCOCC2)C(=O)OC(C)(C)C)CC(C)C (tert-butyl (3S, 5R)-3-[[[1-(2-hydroxyethyl)-1H-benzimidazol-2-yl]carbonyl](2-methylpropyl)amino]-5-(morpholin-4-ylcarbonyl)piperidine-1-carboxylate). Yield: 77.5%. Reaction SMILES: [Cl-].[Ca+2].[Cl-].[BH4-].[Na+].C[O:7][C:8](=O)[CH2:9][N:10]1[C:14]2[CH:15]=[CH:16][CH:17]=[CH:18][C:13]=2[N:12]=[C:11]1[C:19]([N:21]([CH2:43][CH:44]([CH3:46])[CH3:45])[C@H:22]1[CH2:27][C@@H:26]([C:28]([N:30]2[CH2:35][CH2:34][O:33][CH2:32][CH2:31]2)=[O:29])[CH2:25][N:24]([C:36]([O:38][C:39]([CH3:42])([CH3:41])[CH3:40])=[O:37])[CH2:23]1)=[O:20]>C(O)C.C1COCC1.C(O)(=O)CC(CC(O)=O)(C(O)=O)O>[OH:7][CH2:8][CH2:9][N:10]1[C:14]2[CH:15]=[CH:16][CH:17]=[CH:18][C:13]=2[N:12]=[C:11]1[C:19]([N:21]([CH2:43][CH:44]([CH3:46])[CH3:45])[C@H:22]1[CH2:27][C@@H:26]([C:28]([N:30]2[CH2:35][CH2:34][O:33][CH2:32][CH2:31]2)=[O:29])[CH2:25][N:24]([C:36]([O:38][C:39]([CH3:40])([CH3:41])[CH3:42])=[O:37])[CH2:23]1)=[O:20] |f:0.1.2,3.4|. Procedure: Calcium chloride (650 mg) was suspended in ethanol (80 ml) and sodium borohydride (740 mg) was added at 0° C. After stirring at 0° C. for 15 min, a solution of tert-butyl (3S, 5R)-3-[[[1-(2-methoxy-2-oxoethyl)-1H-benzimidazol-2-yl]carbonyl](2-methylpropyl)amino]-5-(morpholin-4-ylcarbonyl)piperidine-1-carboxylate (1.15 g) in THF (80 ml) was added dropwise. After stirring at room temperature for 2 hr, the reaction mixture was diluted with 10% aqueous citric acid solution, and the mixture was extra...